Dataset: the Open Reaction Database (ORD), a public repository of structured organic reaction records. Task: describe an organic reaction: reactants, conditions, products, and yield Procedure: Following the general method as outlined in Example 22, starting from (2S,4EZ)-4-[(benzyloxy)imino]-1-(tert-butoxycarbonyl)-2-pyrrolidinecarboxylic acid, 1-isocyanato-pentane, and 9-ethyl-9H-carbazol-3-amine the title compound was obtained in 63% purity by LC/MS. MS(ESI+): m/z=540.4. Reaction SMILES: [CH2:1]([O:8][N:9]=[C:10]1[CH2:14][N:13]([C:15]([O:17]C(C)(C)C)=O)[C@H:12]([C:22]([OH:24])=O)[CH2:11]1)[C:2]1[CH:7]=[CH:6][CH:5]=[CH:4][CH:3]=1.[N:25]([CH2:28][CH2:29][CH2:30][CH2:31][CH3:32])=C=O.[CH2:33]([N:35]1[C:47]2[CH:46]=[CH:45][C:44]([NH2:48])=[CH:43][C:42]=2[C:41]2[C:36]1=[CH:37][CH:38]=[CH:39][CH:40]=2)[CH3:34]>>[CH2:1]([O:8][N:9]=[C:10]1[CH2:14][N:13]([C:15]([NH:25][CH2:28][CH2:29][CH2:30][CH2:31][CH3:32])=[O:17])[C@H:12]([C:22]([NH:48][C:44]2[CH:45]=[CH:46][C:47]3[N:35]([CH2:33][CH3:34])[C:36]4[C:41]([C:42]=3[CH:43]=2)=[CH:40][CH:39]=[CH:38][CH:37]=4)=[O:24])[CH2:11]1)[C:2]1[CH:3]=[CH:4][CH:5]=[CH:6][CH:7]=1. Reactants: C(C1=CC=CC=C1)ON=C1C[C@H](N(C1)C(=O)OC(C)(C)C)C(=O)O ((2S,4EZ)-4-[(benzyloxy)imino]-1-(tert-butoxycarbonyl)-2-pyrrolidinecarboxylic acid), N(=C=O)CCCCC (1-isocyanato-pentane), C(C)N1C2=CC=CC=C2C=2C=C(C=CC12)N (9-ethyl-9H-carbazol-3-amine). The product is C(C1=CC=CC=C1)ON=C1C[C@H](N(C1)C(=O)NCCCCC)C(=O)NC=1C=CC=2N(C3=CC=CC=C3C2C1)CC ((2S,4EZ)-4-[(benzyloxy)imino]-N2-(9-ethyl-9H-carbazol-3-yl)-N1-pentyl-1,2-pyrrolidinedicarboxamide). Starting materials: CN1[C@@H](CCC1)CO ((S)-1-methyl-2-pyrrolidinemethanol), C(CCC)[Li] (n-butyllithium), CCCCCC (hexane), C(CCC)OC1=NSN=C1S(=O)(=O)C (3-butyloxy-4-methanesulfonyl-1,2,5-thiadiazole). The solvent is C1CCOC1 (THF). The product is C(CCC)OC1=NSN=C1OC[C@H]1N(CCC1)C ((S)-3-Butyloxy-4-(1-methyl-2-pyrrolidinylmethoxy)-1,2,5-thiadiazole). As a reaction SMILES: [CH3:1][N:2]1[CH2:6][CH2:5][CH2:4][C@H:3]1[CH2:7][OH:8].C([Li])CCC.CCCCCC.[CH2:20]([O:24][C:25]1[C:29](S(C)(=O)=O)=[N:28][S:27][N:26]=1)[CH2:21][CH2:22][CH3:23]>C1COCC1>[CH2:20]([O:24][C:25]1[C:29]([O:8][CH2:7][C@@H:3]2[CH2:4][CH2:5][CH2:6][N:2]2[CH3:1])=[N:28][S:27][N:26]=1)[CH2:21][CH2:22][CH3:23]. Reported procedure: A solution of (S)-1-methyl-2-pyrrolidinemethanol (0.86, 0.0075 mol) in THF (20 mL) was treated with 1.6M n-butyllithium in hexane (4.7 mL, 0.0075 mol). To the solution was added 3-butyloxy-4-methanesulfonyl-1,2,5-thiadiazole (1.2 g, 0.005 mol) and the reaction heated to reflux for 6.5 h. The solvent was evaporated, the residue acidified with cold 1N HCl, and the mixture extracted with ether. The aqueous was made basic and extracted with EtOAc. The extracts were washed with water, dried, and the ... Reactants: C1(=CC=CC=C1)C(C(=O)OCC)C(=O)OCC (diethyl 2-phenylmalonate), [H-].[Na+] (sodium hydride), BrN1C(CCC1=O)=O (N-bromosuccinimide). Solvent: O1CCCC1 (tetrahydrofuran), C(Cl)(Cl)Cl (chloroform). Conditions: temperature 0 celsius, time 30 minute. Yields the product BrC(C(=O)OCC)(C(=O)OCC)C1=CC=CC=C1 (Diethyl 2-Bromo-2-phenylmalonate). RXN SMILES: [C:1]1([CH:7]([C:13]([O:15][CH2:16][CH3:17])=[O:14])[C:8]([O:10][CH2:11][CH3:12])=[O:9])[CH:6]=[CH:5][CH:4]=[CH:3][CH:2]=1.[H-].[Na+].[Br:20]N1C(=O)CCC1=O>O1CCCC1.C(Cl)(Cl)Cl>[Br:20][C:7]([C:1]1[CH:2]=[CH:3][CH:4]=[CH:5][CH:6]=1)([C:8]([O:10][CH2:11][CH3:12])=[O:9])[C:13]([O:15][CH2:16][CH3:17])=[O:14] |f:1.2|. Reported procedure: To a solution of diethyl 2-phenylmalonate (15 ml) in 200 ml of tetrahydrofuran, kept at 0° C. and under nitrogen atmosphere, 3.475 g of sodium hydride are added and the mixture is kept 30 minutes under stirring at 0° C., then it is brought to room temperature. After cooling again to 0° C., the reaction mixture is added with 14.3 g of N-bromosuccinimide. After about 15 minutes, the white solid which separated is filtered off and the filtrate is concentrated to dryness to give a residue which is r...